Dataset: the Open Reaction Database (ORD), a public repository of structured organic reaction records. Task: describe an organic reaction: reactants, conditions, products, and yield The reactants are CC12C=CC(=O)C=C1CCC1C2CCC2(C)C1CCC2(O)C(=O)CBr, CC(=O)[O-], CC(C)=O, CCOC(C)=O, [K+], O. The product is CC(=O)OCC(=O)C1(O)CCC2C3CCC4=CC(=O)C=CC4(C)C3CCC21C. RXN SMILES: [Br:1][CH2:2][C:3]([C:4]1([OH:24])[CH2:5][CH2:6][CH:7]2[CH:8]3[CH2:9][CH2:10][C:11]4=[CH:12][C:13](=[O:23])[CH:14]=[CH:15][C:16]4([CH3:17])[CH:18]3[CH2:19][CH2:20][C:21]12[CH3:22])=[O:25].[CH3:27][C:28]([O-:29])=[O:30].[CH3:32][C:33](=[O:34])[CH3:35].[CH3:36][CH2:37][O:38][C:39](=[O:40])[CH3:41].[K+:26].[OH2:31]>>[CH2:2]([C:3]([C:4]1([OH:24])[CH2:5][CH2:6][CH:7]2[CH:8]3[CH2:9][CH2:10][C:11]4=[CH:12][C:13](=[O:23])[CH:14]=[CH:15][C:16]4([CH3:17])[CH:18]3[CH2:19][CH2:20][C:21]12[CH3:22])=[O:25])[O:30][C:28]([CH3:27])=[O:29].